Dataset: the Open Reaction Database (ORD), a public repository of structured organic reaction records. Task: describe an organic reaction: reactants, conditions, products, and yield The reactants are CC1=NC=CC(=C1)C=1C=C(C(=NC1)OCC(=O)OC(C)(C)C)[N+](=O)[O-] (tert-Butyl 2-(5-(2-methylpyridin-4-yl)-3-nitropyridin-2-yloxy)acetate). Reagents/catalysts: [Pd] (Pd/C). Reaction conditions: time 4 hour. The product is NC=1C(=NC=C(C1)C1=CC(=NC=C1)C)OCC(=O)OC(C)(C)C (tert-Butyl 2-(3-amino-5-(2-methylpyridin-4-yl)pyridin-2-yloxy)acetate). Isolated yield 52.5%. As a reaction SMILES: [CH3:1][C:2]1[CH:7]=[C:6]([C:8]2[CH:9]=[C:10]([N+:23]([O-])=O)[C:11]([O:14][CH2:15][C:16]([O:18][C:19]([CH3:22])([CH3:21])[CH3:20])=[O:17])=[N:12][CH:13]=2)[CH:5]=[CH:4][N:3]=1>[Pd]>[NH2:23][C:10]1[C:11]([O:14][CH2:15][C:16]([O:18][C:19]([CH3:22])([CH3:21])[CH3:20])=[O:17])=[N:12][CH:13]=[C:8]([C:6]2[CH:5]=[CH:4][N:3]=[C:2]([CH3:1])[CH:7]=2)[CH:9]=1. Procedure details: To a flask with 78.G (280 mg, 0.81 mmol) was added 112 mg 10% Pd/C. The reaction was purged with hydrogen and stirred under hydrogen for 4 hrs. After filtering through a pad of celite, silica gel purification afforded 78.H 134 mg (52%). The reactants are ClC1=NC2=CC=C(C=C2C=C1C(=O)O)Cl (2,6-dichloroquinoline-3-carboxylic acid), N[C@H](C(=O)O)CC1=CC=C(C=C1)OC1=NC=C(C=C1Cl)Cl ((S)-2-amino-3-[4-(3,5-dichloro-pyridin-2-yloxy)-phenyl]-propionic acid). Solvent: CS(=O)C (DMSO). Product: C(=O)(O)[C@H](CC1=CC=C(C=C1)OC1=NC=C(C=C1Cl)Cl)NC1=NC2=CC=C(C=C2C=C1C(=O)O)Cl (2-{(S)-1-Carboxy-2-[4-(3,5-dichloro-pyridin-2-yloxy)-phenyl]-ethylamino}-6-chloro-quinoline-3-carboxylic acid). RXN SMILES: Cl[C:2]1[C:11]([C:12]([OH:14])=[O:13])=[CH:10][C:9]2[C:4](=[CH:5][CH:6]=[C:7]([Cl:15])[CH:8]=2)[N:3]=1.[NH2:16][C@@H:17]([CH2:21][C:22]1[CH:27]=[CH:26][C:25]([O:28][C:29]2[C:34]([Cl:35])=[CH:33][C:32]([Cl:36])=[CH:31][N:30]=2)=[CH:24][CH:23]=1)[C:18]([OH:20])=[O:19]>CS(C)=O>[C:18]([C@@H:17]([NH:16][C:2]1[C:11]([C:12]([OH:14])=[O:13])=[CH:10][C:9]2[C:4](=[CH:5][CH:6]=[C:7]([Cl:15])[CH:8]=2)[N:3]=1)[CH2:21][C:22]1[CH:23]=[CH:24][C:25]([O:28][C:29]2[C:34]([Cl:35])=[CH:33][C:32]([Cl:36])=[CH:31][N:30]=2)=[CH:26][CH:27]=1)([OH:20])=[O:19]. Procedure: In close analogy to the procedure described in Example 109c, 2,6-dichloroquinoline-3-carboxylic acid is reacted with (S)-2-amino-3-[4-(3,5-dichloro-pyridin-2-yloxy)-phenyl]-propionic acid (prepared by analogy to Example 109a,b) in DMSO to provide the title compound in good yield. Reactants: O=C(Cl)OCCl, ClCCl, CC(C)C(NC(=O)OCc1ccccc1)C(=O)OCC(C)(C)N, c1ccncc1. Product: CC(C)C(NC(=O)OCc1ccccc1)C(=O)OCC(C)(C)NC(=O)OCCl. Reaction SMILES: [Cl:30][C:31](=[O:32])[O:33][CH2:34][Cl:35].[Cl:36][CH2:37][Cl:38].[NH2:1][C:2]([CH2:3][O:4][C:5]([CH:6]([NH:7][C:8](=[O:9])[O:10][CH2:11][c:12]1[cH:13][cH:14][cH:15][cH:16][cH:17]1)[CH:18]([CH3:19])[CH3:20])=[O:21])([CH3:22])[CH3:23].[cH:24]1[cH:25][cH:26][n:27][cH:28][cH:29]1>>[NH:1]([C:2]([CH2:3][O:4][C:5]([CH:6]([NH:7][C:8](=[O:9])[O:10][CH2:11][c:12]1[cH:13][cH:14][cH:15][cH:16][cH:17]1)[CH:18]([CH3:19])[CH3:20])=[O:21])([CH3:22])[CH3:23])[C:31](=[O:32])[O:33][CH2:34][Cl:35]. The reactants are COc1cc2c(cc1[N+](=O)[O-])CCN(CC(=O)N(C)C)CC2, CO, [H][H], [Pd]. Product: COc1cc2c(cc1N)CCN(CC(=O)N(C)C)CC2. As a reaction SMILES: [CH3:1][O:2][c:3]1[cH:4][c:5]2[c:6]([cH:18][c:19]1[N+:20]([O-:21])=[O:22])[CH2:7][CH2:8][N:9]([CH2:12][C:13](=[O:14])[N:15]([CH3:16])[CH3:17])[CH2:10][CH2:11]2.[CH3:25][OH:26].[H:23][H:24].[Pd:27]>>[CH3:1][O:2][c:3]1[cH:4][c:5]2[c:6]([cH:18][c:19]1[NH2:20])[CH2:7][CH2:8][N:9]([CH2:12][C:13](=[O:14])[N:15]([CH3:16])[CH3:17])[CH2:10][CH2:11]2. Starting materials: FC1=CC=C2C=CC(N(C2=C1)CCN1C[C@H]([C@H](CC1)O)CNC(OCC1=CC=CC=C1)=O)=O (phenylmethyl ({(3R,4S)-1-[2-(7-fluoro-2-oxo-1(2H)-quinolinyl)ethyl]-4-hydroxy-3-piperidinyl}methyl)carbamate). The reagents and catalysts are [OH-].[OH-].[Pd+2] (Pd(OH)2/C). Run in CCO (EtOH). Conditions: time 2 hour. The product is NC[C@@H]1CN(CC[C@@H]1O)CCN1C(C=CC2=CC=C(C=C12)F)=O (1-{2-[(3R,4S)-3-(Aminomethyl)-4-hydroxy-1-piperidinyl]ethyl}-7-fluoro-2(1H)-quinolinone). Isolated yield 96.1%. RXN SMILES: [F:1][C:2]1[CH:11]=[C:10]2[C:5]([CH:6]=[CH:7][C:8](=[O:33])[N:9]2[CH2:12][CH2:13][N:14]2[CH2:19][CH2:18][C@H:17]([OH:20])[C@H:16]([CH2:21][NH:22]C(=O)OCC3C=CC=CC=3)[CH2:15]2)=[CH:4][CH:3]=1>CCO.[OH-].[OH-].[Pd+2]>[NH2:22][CH2:21][C@H:16]1[C@@H:17]([OH:20])[CH2:18][CH2:19][N:14]([CH2:13][CH2:12][N:9]2[C:10]3[C:5](=[CH:4][CH:3]=[C:2]([F:1])[CH:11]=3)[CH:6]=[CH:7][C:8]2=[O:33])[CH2:15]1 |f:2.3.4|. Procedure details: A solution of phenylmethyl ({(3R,4S)-1-[2-(7-fluoro-2-oxo-1(2H)-quinolinyl)ethyl]-4-hydroxy-3-piperidinyl}methyl)carbamate (525 mg; 1.16 mmol) in EtOH (100 mL) was added 20% Pd(OH)2/C (100 mg). The mixture was hydrogenated at 1 atm of H2 at ambient temperature for 2 h. The crude product was filtered through Celite, washed with ethanol and concentrated under reduced pressure to obtain the product as a pale yellow oil (356 mg; 96%).